describe an organic reaction: reactants, conditions, products, and yield From a dataset of the Open Reaction Database (ORD), a public repository of structured organic reaction records. Starting materials: ClC1=NC2=C(C=CC=C2C(=N1)N1C(C2=CC=CC=C2CC1)C)OC (2-Chloro-8-Methoxy-4-(1-Methyl-1,2,3,4-Tetrahydroisoquinoline-2-Yl)Quinazoline), FC1=CC=C(NC)C=C1 (4-fluoro-N-methyl aniline). Solvent: CN(C=O)C (dimethyl-formamide). Yields the product Cl.COC=1C=CC=C2C(=NC(=NC12)N(C)C1=CC=C(C=C1)F)N1C(C2=CC=CC=C2CC1)C (8-Methoxy-2-(4-Fluoro-N-methyl- Phenylamino)-4-(1-Methyl-1,2,3,4-Tetrahydroisoquinoline-2-Yl)Quinazoline Hydrochloride). Yield: 48.2%. RXN SMILES: [Cl:1][C:2]1[N:11]=[C:10]([N:12]2[CH2:21][CH2:20][C:19]3[C:14](=[CH:15][CH:16]=[CH:17][CH:18]=3)[CH:13]2[CH3:22])[C:9]2[C:4](=[C:5]([O:23][CH3:24])[CH:6]=[CH:7][CH:8]=2)[N:3]=1.[F:25][C:26]1[CH:33]=[CH:32][C:29]([NH:30][CH3:31])=[CH:28][CH:27]=1>CN(C)C=O>[ClH:1].[CH3:24][O:23][C:5]1[CH:6]=[CH:7][CH:8]=[C:9]2[C:4]=1[N:3]=[C:2]([N:30]([C:29]1[CH:32]=[CH:33][C:26]([F:25])=[CH:27][CH:28]=1)[CH3:31])[N:11]=[C:10]2[N:12]1[CH2:21][CH2:20][C:19]2[C:14](=[CH:15][CH:16]=[CH:17][CH:18]=2)[CH:13]1[CH3:22] |f:3.4|. Reported procedure: In accordance with the same procedures as in Example 18, except that to a mixture of 1.00 g of the compound (2.94 mM) prepared in Example 5 and 15 ml of dimethyl-formamide, 0.77 g of 4-fluoro-N-methyl aniline(6.18 mM) was added, 0.66 g of the title compound was prepared. Reactants: C(C=C)(=O)N (acrylamide), C1(CCCC1)CNC(=O)C=1C=C2C=CNC2=CC1 (5-(N-cyclopentylmethylcarbamoyl)indole), [H-].[Na+] (sodium hydride), [Cl-].[NH4+] (ammonium chloride). The solvent is CN(C=O)C (DMF), CN(C=O)C (N,N-dimethylformamide), CN(C=O)C (DMF). Conditions: temperature 0 celsius, time 12 hour. The product is C(N)(=O)CCN1C=CC2=CC(=CC=C12)C(NCC1CCCC1)=O (1-(2-carbamoylethyl)-5-(N-cyclopentylmethylcarbamoyl)indole). Yield: 36.1%. As a reaction SMILES: [CH:1]1([CH2:6][NH:7][C:8]([C:10]2[CH:11]=[C:12]3[C:16](=[CH:17][CH:18]=2)[NH:15][CH:14]=[CH:13]3)=[O:9])[CH2:5][CH2:4][CH2:3][CH2:2]1.[H-].[Na+].[C:21]([NH2:25])(=[O:24])[CH:22]=[CH2:23].[Cl-].[NH4+]>CN(C)C=O>[C:21]([CH2:22][CH2:23][N:15]1[C:16]2[C:12](=[CH:11][C:10]([C:8](=[O:9])[NH:7][CH2:6][CH:1]3[CH2:5][CH2:4][CH2:3][CH2:2]3)=[CH:18][CH:17]=2)[CH:13]=[CH:14]1)(=[O:24])[NH2:25] |f:1.2,4.5|. Reported procedure: A solution of 5-(N-cyclopentylmethylcarbamoyl)indole (A) (1.50 g) in N,N-dimethylformamide (DMF) (5 ml) was added to a stirred slurry of sodium hydride (0.16 g) in DMF (15 ml) maintained at 0° C. under an atmosphere of nitrogen. The mixture was warmed to room temperature for 15 minutes, treated with a solution of acrylamide (0.66 g) in DMF (5 ml), and allowed to stir for 12 hours. The mixture was poured into a cold, saturated aqueous solution of ammonium chloride to give a milky suspension which... Reactants: CCCCc1nc(N)[nH]c(=O)c1Cc1ccc(-c2ccccc2C(=O)OC)cc1, CN(C)C=O, O=C=Nc1ccccc1. The product is CCCCc1nc(NC(=O)Nc2ccccc2)[nH]c(=O)c1Cc1ccc(-c2ccccc2C(=O)OC)cc1. RXN SMILES: [NH2:10][c:11]1[n:12][c:13]([CH2:35][CH2:36][CH2:37][CH3:38])[c:14]([CH2:18][c:19]2[cH:20][cH:21][c:22](-[c:25]3[c:26]([C:31](=[O:32])[O:33][CH3:34])[cH:27][cH:28][cH:29][cH:30]3)[cH:23][cH:24]2)[c:15](=[O:17])[nH:16]1.[O:39]=[CH:40][N:41]([CH3:42])[CH3:43].[c:1]1([N:7]=[C:8]=[O:9])[cH:2][cH:3][cH:4][cH:5][cH:6]1>>[c:1]1([NH:7][C:8](=[O:9])[NH:10][c:11]2[n:12][c:13]([CH2:35][CH2:36][CH2:37][CH3:38])[c:14]([CH2:18][c:19]3[cH:20][cH:21][c:22](-[c:25]4[c:26]([C:31](=[O:32])[O:33][CH3:34])[cH:27][cH:28][cH:29][cH:30]4)[cH:23][cH:24]3)[c:15](=[O:17])[nH:16]2)[cH:2][cH:3][cH:4][cH:5][cH:6]1.